Dataset: the Open Reaction Database (ORD), a public repository of structured organic reaction records. Task: describe an organic reaction: reactants, conditions, products, and yield The reactants are O(C1=CC=CC=C1)C=1C=CC2=C(C=C(CO2)C=O)C1 (6-Phenoxy-2H-1-benzopyran-3-carboxaldehyde), Cl.NO (hydroxylamine hydrochloride). Solvent: N1=CC=CC=C1.C(C)O (pyridine ethanol). Conditions: time 1 hour. Yields the product O(C1=CC=CC=C1)C=1C=CC2=C(C=C(CO2)C=NO)C1 (6-phenoxy-2H-1-benzopyran-3-carboxaldehyde oxime). RXN SMILES: [O:1]([C:8]1[CH:9]=[CH:10][C:11]2[O:16][CH2:15][C:14]([CH:17]=O)=[CH:13][C:12]=2[CH:19]=1)[C:2]1[CH:7]=[CH:6][CH:5]=[CH:4][CH:3]=1.Cl.[NH2:21][OH:22]>N1C=CC=CC=1.C(O)C>[O:1]([C:8]1[CH:9]=[CH:10][C:11]2[O:16][CH2:15][C:14]([CH:17]=[N:21][OH:22])=[CH:13][C:12]=2[CH:19]=1)[C:2]1[CH:7]=[CH:6][CH:5]=[CH:4][CH:3]=1 |f:1.2,3.4|. Procedure details: 6-Phenoxy-2H-1-benzopyran-3-carboxaldehyde (5.00 g, 19.9 mmol) is dissolved in 175 ml of pyridine/ethanol (1:1) and treated with hydroxylamine hydrochloride (2.07 g, 29.7 mmol). The mixture is stirred for 1 hour and partitioned between ether and water. The aqueous layer is extracted with ether, and the ether layer is washed with 2N HCl, dried (MgSO4) and evaporated to give 6-phenoxy-2H-1-benzopyran-3-carboxaldehyde oxime as a pale yellow solid. The reactants are ClC1=C(C(=O)C2=CC(=CC=C2)F)C=CC(=C1Cl)O (2,3-dichloro-4-hydroxy-3'-fluorobenzophenone), Cl.NO (hydroxylamine hydrochloride). Run in N1=CC=CC=C1 (pyridine). Product: ClC1=C(C(C2=CC(=CC=C2)F)=NO)C=CC(=C1Cl)O (2,3-dichloro-4-hydroxy-3'-fluorobenzophenone oxime). As a reaction SMILES: [Cl:1][C:2]1[C:16]([Cl:17])=[C:15]([OH:18])[CH:14]=[CH:13][C:3]=1[C:4]([C:6]1[CH:11]=[CH:10][CH:9]=[C:8]([F:12])[CH:7]=1)=O.Cl.[NH2:20][OH:21]>N1C=CC=CC=1>[Cl:1][C:2]1[C:16]([Cl:17])=[C:15]([OH:18])[CH:14]=[CH:13][C:3]=1[C:4](=[N:20][OH:21])[C:6]1[CH:11]=[CH:10][CH:9]=[C:8]([F:12])[CH:7]=1 |f:1.2|. Reported procedure: To a solution of 5 g of 2,3-dichloro-4-hydroxy-3'-fluorobenzophenone in 50 ml of pyridine, 1.58 g of hydroxylamine hydrochloride is added. The mixture is refluxed for 18 hours. The pyridine is evaporated in vacuo and the residue is partitioned between 5% HCl and ethylacetate. The ethyl acetate is washed with water, dried over Na2SO4 and evaporated to give 2,3-dichloro-4-hydroxy-3'-fluorobenzophenone oxime as a mixture of isomers, mp 178°-185° C. Starting materials: COc1c(Br)cc(CC2c3cc([N+](=O)[O-])c(O)cc3CCN2C(=O)OC(C)(C)C)cc1Br, COc1ccc(CCl)cc1, [K+], [K+], O=C([O-])[O-], CN(C)C=O, O. Product: COc1ccc(COc2cc3c(cc2[N+](=O)[O-])C(Cc2cc(Br)c(OC)c(Br)c2)N(C(=O)OC(C)(C)C)CC3)cc1. As a reaction SMILES: [C:1]([CH3:2])([CH3:3])([CH3:4])[O:5][C:6](=[O:7])[N:8]1[CH:9]([CH2:22][c:23]2[cH:24][c:25]([Br:32])[c:26]([O:30][CH3:31])[c:27]([Br:29])[cH:28]2)[c:10]2[cH:11][c:12]([N+:19](=[O:20])[O-:21])[c:13]([OH:18])[cH:14][c:15]2[CH2:16][CH2:17]1.[CH3:39][O:40][c:41]1[cH:42][cH:43][c:44]([CH2:45][Cl:46])[cH:47][cH:48]1.[K+:33].[K+:34].[O-:35][C:36]([O-:37])=[O:38].[O:49]=[CH:50][N:51]([CH3:52])[CH3:53].[OH2:54]>>[C:1]([CH3:2])([CH3:3])([CH3:4])[O:5][C:6](=[O:7])[N:8]1[CH:9]([CH2:22][c:23]2[cH:24][c:25]([Br:32])[c:26]([O:30][CH3:31])[c:27]([Br:29])[cH:28]2)[c:10]2[cH:11][c:12]([N+:19](=[O:20])[O-:21])[c:13]([O:18][CH2:45][c:44]3[cH:43][cH:42][c:41]([O:40][CH3:39])[cH:48][cH:47]3)[cH:14][c:15]2[CH2:16][CH2:17]1.